describe an organic reaction: reactants, conditions, products, and yield From a dataset of the Open Reaction Database (ORD), a public repository of structured organic reaction records. Reactants: C1(CC1)CS(=O)(=O)C1CCC(CC1)(C#N)C(=O)N1CCCC1 (4-cyclopropylmethanesulfonyl-1-(pyrrolidine-1-carbonyl)-cyclohexanecarbonitrile), B.C1CCOC1 (borane THF). Reaction conditions: time 18 hour. The product is C1(CC1)CS(=O)(=O)C1CCC(CC1)(CN1CCCC1)CN (C-(4-cyclopropylmethanesulfonyl-1-pyrrolidin-1-ylmethyl-cyclohexyl)-methylamine). Reaction SMILES: [CH:1]1([CH2:4][S:5]([CH:8]2[CH2:13][CH2:12][C:11]([C:16]([N:18]3[CH2:22][CH2:21][CH2:20][CH2:19]3)=O)([C:14]#[N:15])[CH2:10][CH2:9]2)(=[O:7])=[O:6])[CH2:3][CH2:2]1.B.C1COCC1>>[CH:1]1([CH2:4][S:5]([CH:8]2[CH2:13][CH2:12][C:11]([CH2:14][NH2:15])([CH2:16][N:18]3[CH2:19][CH2:20][CH2:21][CH2:22]3)[CH2:10][CH2:9]2)(=[O:7])=[O:6])[CH2:3][CH2:2]1 |f:1.2|. Procedure: 4-cyclopropylmethanesulfonyl-1-(pyrrolidine-1-carbonyl)-cyclohexanecarbonitrile (246 mg; 0.0758 mmol) and borane-THF complex (1.0 M solution in THF; 10 ml; 10 mmol) were stirred at room temperature overnight. LC-MS indicated that the reaction had not gone to completion. The mixture was heated at reflux for 2 hours then allowed to cool to room temperature. The mixture was cooled in an icebath and quenched with MeOH (3 ml) then evaporated to dryness in vacuo. The residue was dissolved in MeOH (7 m... Reactants: BrC=1C(=NC=CC1)C(=O)N (3-bromopicolinamide), COC1=CC=C(CS)C=C1 (p-methoxybenzyl mercaptan), [H-].[Na+] (sodium hydride). Run in ice water, CS(=O)C (dimethylsulfoxide), CS(=O)C (dimethylsulfoxide). Conditions: time 1 hour. Product: COC1=CC=C(CSC=2C(=NC=CC2)C(=O)N)C=C1 (3-(p-methoxybenzylthio)picolinamide). RXN SMILES: [CH3:1][O:2][C:3]1[CH:10]=[CH:9][C:6]([CH2:7][SH:8])=[CH:5][CH:4]=1.[H-].[Na+].Br[C:14]1[C:15]([C:20]([NH2:22])=[O:21])=[N:16][CH:17]=[CH:18][CH:19]=1>CS(C)=O>[CH3:1][O:2][C:3]1[CH:10]=[CH:9][C:6]([CH2:7][S:8][C:14]2[C:15]([C:20]([NH2:22])=[O:21])=[N:16][CH:17]=[CH:18][CH:19]=2)=[CH:5][CH:4]=1 |f:1.2|. Reported procedure: By the procedure of Efxample 1, a solution of p-methoxybenzyl mercaptan in dimethylsulfoxide is added slowly to a stirred suspension of sodium hydride in dry dimethylsulfoxide under nitrogen. After stirring for one hour at room temperature, 3-bromopicolinamide is added and the mixture is kept about 75°C. for three hours, then worked up by cooling, diluting with ice water, filtering off the resulting solid, washing it with water, drying and recrystallizing from aqueous dimethylformamide to give 3...